This data is from the Open Reaction Database (ORD), a public repository of structured organic reaction records. The task is: describe an organic reaction: reactants, conditions, products, and yield The reactants are CCCc1nc2ccc(C3=NCCN3C)cc2n1Cc1ccc(-c2ccccc2C(=O)OC(C)(C)C)cc1, ClCCl, O=C(O)C(F)(F)F. Yields the product CCCc1nc2ccc(C3=NCCN3C)cc2n1Cc1ccc(-c2ccccc2C(=O)O)cc1. Reaction SMILES: [CH2:1]([CH2:2][CH3:3])[c:4]1[n:5][c:6]2[c:7]([n:8]1[CH2:9][c:10]1[cH:11][cH:12][c:13](-[c:16]3[c:17]([C:22](=[O:23])[O:24][C:25]([CH3:26])([CH3:27])[CH3:28])[cH:18][cH:19][cH:20][cH:21]3)[cH:14][cH:15]1)[cH:29][c:30]([C:33]1=[N:37][CH2:36][CH2:35][N:34]1[CH3:38])[cH:31][cH:32]2.[CH2:46]([Cl:47])[Cl:48].[OH:39][C:40]([C:41]([F:42])([F:43])[F:44])=[O:45]>>[CH2:1]([CH2:2][CH3:3])[c:4]1[n:5][c:6]2[c:7]([n:8]1[CH2:9][c:10]1[cH:11][cH:12][c:13](-[c:16]3[c:17]([C:22](=[O:23])[OH:24])[cH:18][cH:19][cH:20][cH:21]3)[cH:14][cH:15]1)[cH:29][c:30]([C:33]1=[N:37][CH2:36][CH2:35][N:34]1[CH3:38])[cH:31][cH:32]2. Starting materials: [H-].[Na+] (Sodium hydride), ClCCNC(CCC1=C(N=C(O1)N1C(=NC=C1)C)C1=CC=C(C=C1)Cl)=O (N-(2-chloroethyl)-4-(4-chlorophenyl)-2-(2-methyl-1-imidazolyl)-5-oxazolepropionamide), ice water. Solvent: CN(C=O)C (N,N-dimethylformamide). Reaction conditions: time 3 hour. Product: ClC1=CC=C(C=C1)C=1N=C(OC1CCC=1OCCN1)N1C(=NC=C1)C (4-(4-chlorophenyl)-2-(2-methyl-1-imidazolyl)-5-[2-(2-oxazolin-2-yl)ethyl]oxazole). The yield is 90.7%. Reaction SMILES: [H-].[Na+].Cl[CH2:4][CH2:5][NH:6][C:7](=[O:28])[CH2:8][CH2:9][C:10]1[O:14][C:13]([N:15]2[CH:19]=[CH:18][N:17]=[C:16]2[CH3:20])=[N:12][C:11]=1[C:21]1[CH:26]=[CH:25][C:24]([Cl:27])=[CH:23][CH:22]=1>CN(C)C=O>[Cl:27][C:24]1[CH:25]=[CH:26][C:21]([C:11]2[N:12]=[C:13]([N:15]3[CH:19]=[CH:18][N:17]=[C:16]3[CH3:20])[O:14][C:10]=2[CH2:9][CH2:8][C:7]2[O:28][CH2:4][CH2:5][N:6]=2)=[CH:22][CH:23]=1 |f:0.1|. Reported procedure: Sodium hydride (60% dispersion in oil, 265 mg) was gradually added to a solution of N-(2-chloroethyl)-4-(4-chlorophenyl)-2-(2-methyl-1-imidazolyl)-5-oxazolepropionamide (1.30 g) in N,N-dimethylformamide (30 ml), at room temperature. After stirring at room temperature for 3 hours, the reaction mixture was poured into ice water, and then extracted with ethyl acetate. The ethyl acetate layer was washed with water, and dried (MgSO4), and the solvent was evaporated. The crystals thus precipitated wer... Reactants: F[B-](F)(F)F, CC(=O)OCc1c(CC2=CCOC2=O)ccc(C(=O)OC(C)(C)C)c1C, CCOC(C)=O, CO, [H][H]. Yields the product CC(=O)OCc1c(CC2CCOC2=O)ccc(C(=O)OC(C)(C)C)c1C. As a reaction SMILES: [B-:29]([F:30])([F:31])([F:32])[F:33].[C:1]([CH3:2])(=[O:3])[O:4][CH2:5][c:6]1[c:7]([CH3:26])[c:8]([C:19](=[O:20])[O:21][C:22]([CH3:23])([CH3:24])[CH3:25])[cH:9][cH:10][c:11]1[CH2:12][C:13]1=[CH:17][CH2:16][O:15][C:14]1=[O:18].[CH3:34][CH2:35][O:36][C:37](=[O:38])[CH3:39].[CH3:40][OH:41].[H:27][H:28]>>[C:1]([CH3:2])(=[O:3])[O:4][CH2:5][c:6]1[c:7]([CH3:26])[c:8]([C:19](=[O:20])[O:21][C:22]([CH3:23])([CH3:24])[CH3:25])[cH:9][cH:10][c:11]1[CH2:12][CH:13]1[C:14](=[O:18])[O:15][CH2:16][CH2:17]1.